Dataset: the Open Reaction Database (ORD), a public repository of structured organic reaction records. Task: describe an organic reaction: reactants, conditions, products, and yield The reactants are 21.7, BrCC=C (3-bromo-1-propene), [H-].[Na+] (sodium hydride), 40, OC=1C=CC2=C(CCC(O2)C(=O)OCC)C1 (ethyl 3,4-dihydro-6-hydroxy-2H-1-benzopyran-2-carboxylate). Run in CN(C=O)C (N,N-dimethylformamide), CN(C=O)C (N,N-dimethylformamide). Conditions: temperature 70 celsius, time 30 minute. Yields the product C(C=C)OC=1C=CC2=C(CCC(O2)C(=O)OCC)C1 (ethyl 3,4-dihydro-6-(2-propenyloxy)-2H-1-benzopyran-2-carboxylate), intermediate 28. The yield is 70.2%. RXN SMILES: [OH:1][C:2]1[CH:3]=[CH:4][C:5]2[O:10][CH:9]([C:11]([O:13][CH2:14][CH3:15])=[O:12])[CH2:8][CH2:7][C:6]=2[CH:16]=1.[H-].[Na+].Br[CH2:20][CH:21]=[CH2:22]>CN(C)C=O>[CH2:22]([O:1][C:2]1[CH:3]=[CH:4][C:5]2[O:10][CH:9]([C:11]([O:13][CH2:14][CH3:15])=[O:12])[CH2:8][CH2:7][C:6]=2[CH:16]=1)[CH:21]=[CH2:20] |f:1.2|. Procedure details: To a stirred mixture of 40 parts of ethyl 3,4-dihydro-6-hydroxy-2H-1-benzopyran-2-carboxylate and 360 parts of N,N-dimethylformamide were added portionwise 8.6 parts of a sodium hydride dispersion 50% (foaming). After stirring for 30 minutes, a solution of 21.7 parts of 3-bromo-1-propene in 18 parts of N,N-dimethylformamide was added dropwise. Upon completion, the whole was heated to about 70° C. and stirring was continued for 22 hours at 70° C. The reaction mixture was evaporated and the residu... The reactants are Cl (hydrochloric acid), BrC(=NO)Br (Dibromoformaldoxime), CC(C#C)=O (3-butyn-one), C([O-])([O-])=O.[K+].[K+] (potassium carbonate). Run in C(Cl)Cl (methylene chloride). Reaction conditions: time 20 hour. Yields the product BrC1=NOC(=C1)C(C)=O (3-Bromo-5-acetylisoxazole). Isolated yield 55.1%. Reaction SMILES: [Br:1][C:2](Br)=[N:3][OH:4].[CH3:6][C:7](=[O:10])[C:8]#[CH:9].C(=O)([O-])[O-].[K+].[K+].Cl>C(Cl)Cl>[Br:1][C:2]1[CH:9]=[C:8]([C:7](=[O:10])[CH3:6])[O:4][N:3]=1 |f:2.3.4|. Procedure: A mixture of dibromoformaldoxime(which was obtained in Example 116) (32.5 g, 160.2 mmol), 3-butyn-one (13.41 g, 197 mmol), potassium carbonate (11 g, 80.1 mmol), and methylene chloride (300 mL) was stirred at ambient temperature for 20 hours. The slurry was then treated with aqueous hydrochloric acid (2N, 200 mL) and extracted with methylene chloride. The combined organic extracts were dried over MgSO4. Evaporation and purification by flash chromatography (ethyl acetate/hexanes 5/95) gave a whit... Starting materials: CN1N=CC(=C1)N (1-methyl-1H-pyrazol-4-amine), ClC1=NC=C(C(=N1)Cl)F (2,4-dichloro-5-fluoropyrimidine), N[C@H]1[C@H]([C@@H]2C=C[C@H]1C2)C(=O)N ((+/−)-(1S,2S,3R,4R)-3-aminobicyclo[2.2.1]hept-5-ene-2-carboxamide), ClC1=NC=C(C(=N1)Cl)Br (2,4-dichloro-5-bromopyrimidine). Product: BrC=1C(=NC(=NC1)NC=1C=NN(C1)C1CCC1)N[C@H]1[C@H]([C@@H]2C=C[C@H]1C2)C(=O)N ((1S,2S,3R,4R)-3-({5-bromo-2-[(1-cyclobutyl-1H-pyrazol-4-yl)amino]pyrimidin-4-yl}amino)bicyclo[2.2.1]hept-5-ene-2-carboxamide). RXN SMILES: [CH3:1][N:2]1[CH:6]=[C:5]([NH2:7])[CH:4]=[N:3]1.[NH2:8][C@@H:9]1[C@@H:14]2[CH2:15][C@@H:11]([CH:12]=[CH:13]2)[C@@H:10]1[C:16]([NH2:18])=[O:17].Cl[C:20]1[N:25]=[C:24](Cl)[C:23]([Br:27])=[CH:22][N:21]=1.ClC1N=[C:33](Cl)[C:32](F)=[CH:31]N=1>>[Br:27][C:23]1[C:22]([NH:8][C@@H:9]2[C@@H:14]3[CH2:15][C@@H:11]([CH:12]=[CH:13]3)[C@@H:10]2[C:16]([NH2:18])=[O:17])=[N:21][C:20]([NH:7][C:5]2[CH:4]=[N:3][N:2]([CH:1]3[CH2:33][CH2:32][CH2:31]3)[CH:6]=2)=[N:25][CH:24]=1. Procedure: The title compound was prepared as described in Example 1, substituting 1-cyclobutyl-1H-pyrazol-4-yl-amine for 1-methyl-1H-pyrazol-4-amine in Example 1B along with substitution of (+)-(1S,2S,3R,4R)-3-aminobicyclo[2.2.1]hept-5-ene-2-carboxamide for (+/−)-(1S,2S,3R,4R)-3-aminobicyclo[2.2.1]hept-5-ene-2-carboxamide and 2,4-dichloro-5-bromopyrimidine for 2,4-dichloro-5-fluoropyrimidine in Example 1A. 1H NMR (300 MHz, DMSO-d6) ppm 1.41 (d, J=8.82 Hz, 1H) 1.69-1.83 (m, 2H) 2.11 (d, J=8.82 Hz, 2H) 2.30... Reaction SMILES: C1([NH:4][C:5]([C:7]2[N:12]=[C:11]([C:13]3[CH2:14][CH2:15][N:16]([S:19]([C:22]4[CH:27]=[CH:26][CH:25]=[C:24]([C:28]([F:31])([F:30])[F:29])[CH:23]=4)(=[O:21])=[O:20])[CH2:17][CH:18]=3)[CH:10]=[CH:9][CH:8]=2)=O)CC1.ClC1C=CC=C(C#N)N=1>>[F:30][C:28]([F:29])([F:31])[C:24]1[CH:23]=[C:22]([S:19]([N:16]2[CH2:15][CH:14]=[C:13]([C:11]3[CH:10]=[CH:9][CH:8]=[C:7]([C:5]#[N:4])[N:12]=3)[CH2:18][CH2:17]2)(=[O:21])=[O:20])[CH:27]=[CH:26][CH:25]=1. Reported procedure: 1′-(3-Trifluoromethylbenzenesulfonyl)-1′,2′,3′,6′-tetrahydro-[2,4′]bipyridinyl-6-carbonitrile (32) was synthesized similarly to compound 7 in Example 1 starting with 2-chloro-6-cyanopyridine (22) instead of compound 1. 1H NMR (400 MHz, CD3OD): δ 8.15 (d, 1H, J=8.4 Hz), 8.12 (s, 1H), 8.00 (d, 1H, J=7.6 Hz), 7.92 (m, 1H), 7.86 (m, 1H), 7.80 (m, 1H), 7.70 (m, 1H), 6.76 (m, 1H), 3.93 (m, 2H), 3.43 (m, 2H), 2.73 (m, 2H); MS: 394 (M+H+). Product: FC(C=1C=C(C=CC1)S(=O)(=O)N1CCC(=CC1)C1=NC(=CC=C1)C#N)(F)F (1′-(3-Trifluoromethylbenzenesulfonyl)-1′,2′,3′,6′-tetrahydro-[2,4′]bipyridinyl-6-carbonitrile). Reactants: C1(CC1)NC(=O)C1=CC=CC(=N1)C=1CCN(CC1)S(=O)(=O)C1=CC(=CC=C1)C(F)(F)F (1′-(3-Trifluoromethylbenzenesulfonyl)-1′,2′,3′,6′-tetrahydro-[2,4′]bipyridinyl-6-carboxylic acid cyclopropylamide), ClC1=NC(=CC=C1)C#N (2-chloro-6-cyanopyridine).